This data is from the Open Reaction Database (ORD), a public repository of structured organic reaction records. The task is: describe an organic reaction: reactants, conditions, products, and yield Starting materials: FC1=C(N)C=CC(=C1)S(N)(=O)=O (2-Fluoro-4-sulphamoyl-aniline), ClCC(=O)Cl (α-chloroacetyl chloride), ice water. Procedure: 2-Fluoro-4-sulphamoyl-aniline (7.6g) and α-chloroacetyl chloride (12.0g) were refluxed together for 60 min. The reaction product was ground in a mortar with ice/water and filtered (8.3g). Recrystallisation from ethyl acetate to give beige needles m.p. 185°-187° Yields the product ClCC(=O)NC1=C(C=C(C=C1)S(N)(=O)=O)F (2-Chloro-N-(2-fluoro-4-sulphamoylphenyl)-acetamide). RXN SMILES: [F:1][C:2]1[CH:8]=[C:7]([S:9](=[O:12])(=[O:11])[NH2:10])[CH:6]=[CH:5][C:3]=1[NH2:4].[Cl:13][CH2:14][C:15](Cl)=[O:16]>>[Cl:13][CH2:14][C:15]([NH:4][C:3]1[CH:5]=[CH:6][C:7]([S:9](=[O:12])(=[O:11])[NH2:10])=[CH:8][C:2]=1[F:1])=[O:16]. The reactants are Cc1ccc(S(=O)(=O)Sc2cc(C)c(CO)cc2C(C)(C)C)cc1, [K+], [K+], O=C([O-])[O-], CN(C)C=O, O=C1C=C(O)CC(CCc2ccc(O)cc2)(CCc2ccc(O)cc2)O1. Yields the product Cc1cc(SC2=C(O)CC(CCc3ccc(O)cc3)(CCc3ccc(O)cc3)OC2=O)c(C(C)(C)C)cc1CO. As a reaction SMILES: [C:27]([CH3:28])([CH3:29])([CH3:30])[c:31]1[c:32]([S:40][S:41]([c:42]2[cH:43][cH:44][c:45]([CH3:46])[cH:47][cH:48]2)(=[O:49])=[O:50])[cH:33][c:34]([CH3:39])[c:35]([CH2:37][OH:38])[cH:36]1.[K+:51].[K+:52].[O-:53][C:54]([O-:55])=[O:56].[O:57]=[CH:58][N:59]([CH3:60])[CH3:61].[OH:1][C:2]1=[CH:3][C:4](=[O:26])[O:5][C:6]([CH2:8][CH2:9][c:10]2[cH:11][cH:12][c:13]([OH:16])[cH:14][cH:15]2)([CH2:17][CH2:18][c:19]2[cH:20][cH:21][c:22]([OH:25])[cH:23][cH:24]2)[CH2:7]1>>[OH:1][C:2]1=[C:3]([S:40][c:32]2[c:31]([C:27]([CH3:28])([CH3:29])[CH3:30])[cH:36][c:35]([CH2:37][OH:38])[c:34]([CH3:39])[cH:33]2)[C:4](=[O:26])[O:5][C:6]([CH2:8][CH2:9][c:10]2[cH:11][cH:12][c:13]([OH:16])[cH:14][cH:15]2)([CH2:17][CH2:18][c:19]2[cH:20][cH:21][c:22]([OH:25])[cH:23][cH:24]2)[CH2:7]1. Starting materials: C1CCOC1, CC(C)O, COC(=O)c1cc(C(C)=O)ccc1O, CC(C)(C)OC(=O)N=NC(=O)OC(C)(C)C, c1ccc(P(c2ccccc2)c2ccccc2)cc1. Yields the product COC(=O)c1cc(C(C)=O)ccc1OC(C)C. RXN SMILES: [CH2:54]1[O:55][CH2:56][CH2:57][CH2:58]1.[CH3:15][CH:16]([CH3:17])[OH:18].[CH3:1][O:2][C:3]([c:4]1[c:5]([OH:13])[cH:6][cH:7][c:8]([C:10]([CH3:11])=[O:12])[cH:9]1)=[O:14].[N:38]([C:39]([O:40][C:41]([CH3:42])([CH3:43])[CH3:44])=[O:45])=[N:46][C:47]([O:48][C:49]([CH3:50])([CH3:51])[CH3:52])=[O:53].[c:19]1([P:20]([c:21]2[cH:22][cH:23][cH:24][cH:25][cH:26]2)[c:27]2[cH:28][cH:29][cH:30][cH:31][cH:32]2)[cH:33][cH:34][cH:35][cH:36][cH:37]1>>[CH3:1][O:2][C:3]([c:4]1[c:5]([O:13][CH:16]([CH3:15])[CH3:17])[cH:6][cH:7][c:8]([C:10]([CH3:11])=[O:12])[cH:9]1)=[O:14]. The reactants are NC(Cc1ccc(Br)cc1)C(=O)O, CC(=O)OC(C)=O, Cl, [Na+], [OH-], O. The product is CC(=O)NC(Cc1ccc(Br)cc1)C(=O)O. RXN SMILES: [Br:1][c:2]1[cH:3][cH:4][c:5]([CH2:8][CH:9]([NH2:10])[C:11](=[O:12])[OH:13])[cH:6][cH:7]1.[CH3:16][C:17](=[O:18])[O:19][C:20](=[O:21])[CH3:22].[ClH:23].[Na+:15].[OH-:14].[OH2:24]>>[Br:1][c:2]1[cH:3][cH:4][c:5]([CH2:8][CH:9]([NH:10][C:17]([CH3:16])=[O:18])[C:11](=[O:12])[OH:13])[cH:6][cH:7]1. Starting materials: C1CCC2=NCCCN2CC1, COC(CN=C=O)OC, CC#N, N#CC(c1ccc(Cl)cc1)c1c(Cl)cc(NN=Cc2ccccc2)cc1Cl. The product is COC(CNC(=O)N(N=Cc1ccccc1)c1cc(Cl)c(C(C#N)c2ccc(Cl)cc2)c(Cl)c1)OC. Reaction SMILES: [CH2:37]1[CH2:38][CH2:39][C:40]2=[N:45][CH2:44][CH2:43][CH2:42][N:41]2[CH2:46][CH2:47]1.[CH3:28][O:29][CH:30]([CH2:31][N:32]=[C:33]=[O:34])[O:35][CH3:36].[CH3:48][C:49]#[N:50].[Cl:1][c:2]1[cH:3][cH:4][c:5]([CH:6]([C:7]#[N:8])[c:9]2[c:10]([Cl:25])[cH:11][c:12]([NH:16][N:17]=[CH:18][c:19]3[cH:20][cH:21][cH:22][cH:23][cH:24]3)[cH:13][c:14]2[Cl:15])[cH:26][cH:27]1>>[Cl:1][c:2]1[cH:3][cH:4][c:5]([CH:6]([C:7]#[N:8])[c:9]2[c:10]([Cl:25])[cH:11][c:12]([N:16]([N:17]=[CH:18][c:19]3[cH:20][cH:21][cH:22][cH:23][cH:24]3)[C:33]([NH:32][CH2:31][CH:30]([O:29][CH3:28])[O:35][CH3:36])=[O:34])[cH:13][c:14]2[Cl:15])[cH:26][cH:27]1.